This data is from the Open Reaction Database (ORD), a public repository of structured organic reaction records. The task is: describe an organic reaction: reactants, conditions, products, and yield Isolated yield 118.9%. Reported procedure: From 0.5 g (1.34 mmol) of 5-(6-chloro-3,4-dihydro-2H-benzopyran-8-yl)-3- (piperidin-4-yl) -1,3,4-oxadiazol-2(3H)-one hydrochloride and 0.378 g (1.34 mmol) of 1-bromo-1-methylethane, and by carrying out the preparation as described in Example 15, 0.33 g of compound is obtained. Melting point: 241° C. Product: Cl.ClC=1C=C(C2=C(CCCO2)C1)C1=NN(C(O1)=O)C1CCN(CC1)C(C)C (5- (6-Chloro-3,4-dihydro-2H-benzopyran-8-yl) -3-[1-(1-methylethyl)piperidin-4-yl]-1,3,4-oxadiazol-2(3H)-one hydrochloride). Reactants: Cl.ClC=1C=C(C2=C(CCCO2)C1)C1=NN(C(O1)=O)C1CCNCC1 (5-(6-chloro-3,4-dihydro-2H-benzopyran-8-yl)-3- (piperidin-4-yl) -1,3,4-oxadiazol-2(3H)-one hydrochloride), BrC(C)C (1-bromo-1-methylethane). RXN SMILES: Cl.[Cl:2][C:3]1[CH:4]=[C:5]([C:13]2[O:17][C:16](=[O:18])[N:15]([CH:19]3[CH2:24][CH2:23][NH:22][CH2:21][CH2:20]3)[N:14]=2)[C:6]2[O:11][CH2:10][CH2:9][CH2:8][C:7]=2[CH:12]=1.Br[CH:26]([CH3:28])[CH3:27]>>[ClH:2].[Cl:2][C:3]1[CH:4]=[C:5]([C:13]2[O:17][C:16](=[O:18])[N:15]([CH:19]3[CH2:24][CH2:23][N:22]([CH:26]([CH3:28])[CH3:27])[CH2:21][CH2:20]3)[N:14]=2)[C:6]2[O:11][CH2:10][CH2:9][CH2:8][C:7]=2[CH:12]=1 |f:0.1,3.4|. Run in CN(C=O)C (dimethylformamide). Procedure details: A solution of 3-mercapto-1H-1,2,4-triazole (100 mg) and benzyl bromide (118 μl) in dimethylformamide (2 ml) was stirred at room temperature for 23 hours. To the reaction mixture were added ethyl acetate and saturated aqueous sodium hydrogencarbonate solution at room temperature, and the resultant mixture was extracted once with ethyl acetate. The organic layer was washed three times with water and subsequently once with saturated aqueous sodium chloride solution, and then dried over anhydrous so... Yields the product C(C1=CC=CC=C1)SC1=NNC=N1 (3-Benzylthio-1H-1,2,4-triazole). As a reaction SMILES: [SH:1][C:2]1[N:6]=[CH:5][NH:4][N:3]=1.[CH2:7](Br)[C:8]1[CH:13]=[CH:12][CH:11]=[CH:10][CH:9]=1.C(OCC)(=O)C.C(=O)([O-])O.[Na+]>CN(C)C=O>[CH2:7]([S:1][C:2]1[N:6]=[CH:5][NH:4][N:3]=1)[C:8]1[CH:13]=[CH:12][CH:11]=[CH:10][CH:9]=1 |f:3.4|. The reactants are SC1=NNC=N1 (3-mercapto-1H-1,2,4-triazole), C(C1=CC=CC=C1)Br (benzyl bromide), C(C)(=O)OCC (ethyl acetate), C(O)([O-])=O.[Na+] (sodium hydrogencarbonate).